From a dataset of the Open Reaction Database (ORD), a public repository of structured organic reaction records. describe an organic reaction: reactants, conditions, products, and yield Procedure details: 39.6 g (approximately 0.105 mol) of 4-[(2-tert.butyl-6-benzothiazolyl)-sulphonyl]-5-methyl-1,2-benzenediol and 72.3 g (0.523 mol) of potassium carbonate are stirred in 300 ml of dimethylformamide at room temperature under inert gas protection. In the course of 20 minutes there is added dropwise thereto half of a solution of 45.6 g (0.209 mol) of dibromoacetic acid in 100 ml of dimethylformamide. The reaction mixture is subsequently stirred for 21 hours at 100° and, during this time, the remainde... The reactants are BrC(C(=O)O)Br (dibromoacetic acid), C(C)(C)(C)C=1SC2=C(N1)C=CC(=C2)S(=O)(=O)C=2C=C(C(=CC2C)O)O (4-[(2-tert.butyl-6-benzothiazolyl)-sulphonyl]-5-methyl-1,2-benzenediol), C([O-])([O-])=O.[K+].[K+] (potassium carbonate), BrC(C(=O)O)Br (dibromoacetic acid), Cl (hydrochloric acid). Run at time 21 hour. Run in CN(C=O)C (dimethylformamide), CN(C=O)C (dimethylformamide). Product: CC1=CC2=C(OC(O2)C(=O)O)C=C1S(=O)(=O)C1=CC2=C(N=C(S2)C(C)(C)C)C=C1 (5-methyl-6-[(2-tert.-butyl-6-benzothiazolyl)-sulphonyl]-1,3-benzodioxole-2-carboxylic acid). As a reaction SMILES: [C:1]([C:5]1[S:6][C:7]2[CH:13]=[C:12]([S:14]([C:17]3[CH:18]=[C:19]([OH:25])[C:20]([OH:24])=[CH:21][C:22]=3[CH3:23])(=[O:16])=[O:15])[CH:11]=[CH:10][C:8]=2[N:9]=1)([CH3:4])([CH3:3])[CH3:2].C(=O)([O-])[O-].[K+].[K+].Br[CH:33](Br)[C:34]([OH:36])=[O:35].Cl>CN(C)C=O>[CH3:23][C:22]1[C:17]([S:14]([C:12]2[CH:11]=[CH:10][C:8]3[N:9]=[C:5]([C:1]([CH3:4])([CH3:2])[CH3:3])[S:6][C:7]=3[CH:13]=2)(=[O:16])=[O:15])=[CH:18][C:19]2[O:25][CH:33]([C:34]([OH:36])=[O:35])[O:24][C:20]=2[CH:21]=1 |f:1.2.3|. The reactants are ClC1=C(C=NC=C1)C=O (4-chloropyridine-3-carboxaldehyde), N1CCCC1 (pyrrolidine). Solvent: C(C)O (ethanol). The product is N1(CCCC1)C1=C(C=NC=C1)C=C1C=NCC1 (3-[[4-(pyrrolidin-1-yl)pyridin-3-yl]methylidene]-1-pyrroline). As a reaction SMILES: Cl[C:2]1[CH:7]=[CH:6][N:5]=[CH:4][C:3]=1[CH:8]=O.[NH:10]1[CH2:14][CH2:13][CH2:12][CH2:11]1>C(O)C>[N:10]1([C:2]2[CH:7]=[CH:6][N:5]=[CH:4][C:3]=2[CH:8]=[C:12]2[CH2:13][CH2:14][N:10]=[CH:11]2)[CH2:14][CH2:13][CH2:12][CH2:11]1. Procedure details: A mixture of 4-chloropyridine-3-carboxaldehyde (10 g, prepared according to the method described in J. Het. Chem, 25, 81), pyrrolidine (25 ml) and ethanol (100 ml) was heated under reflux for 5 hours, then concentrated. The residue was purified by flash column chromatography (grade II alumina) eluting first with dichloromethane and then with methanol/dichloromethane (1:200) to give 3-[[4-(pyrrolidin-1-yl)pyridin-3-yl]methylidene]-1-pyrroline (900 mg) as a white solid. NMR (d6DMSO): δ1.8(4H,m); 2... Reactants: [OH-].[Al+3].[Li+].[OH-].[OH-].[OH-] (lithium aluminium hydroxide), BrC1=CC=C2C(OC(=O)C2=C1)C (6-bromo-3-methylphtalide), O (water), [OH-].[Na+] (sodium hydroxide). The solvent is C1CCOC1 (THF), C1CCOC1 (THF). Conditions: time 2 hour. Yields the product BrC1=CC(=C(C=C1)C(C)O)CO (1-bromo-4-(1-hydroxyethyl)-3-hydroxymethylbenzene). Isolated yield 99.3%. Reaction SMILES: [OH-].[Al+3].[Li+].[OH-].[OH-].[OH-].[Br:7][C:8]1[CH:17]=[C:16]2[C:11]([CH:12]([CH3:18])[O:13][C:14]2=[O:15])=[CH:10][CH:9]=1.O.[OH-].[Na+]>C1COCC1>[Br:7][C:8]1[CH:9]=[CH:10][C:11]([CH:12]([OH:13])[CH3:18])=[C:16]([CH2:14][OH:15])[CH:17]=1 |f:0.1.2.3.4.5,8.9|. Reported procedure: 18.30 g of lithium aluminium hydroxide was suspended in 1.0 l of THF, to which 300 ml of THF solution of 36.44 g of 6-bromo-3-methylphtalide (3-5) was dropped at −30° C. and the resulting mixture was stirred at the same temperature for 2 hours. After the reaction was completed, 76 ml of water and 19 ml of 15% sodium hydroxide solution were added thereto, and the resulting residue was separated by filtering and the filtrate was concentrated under reduced pressure. Ethyl acetate was added to the r... Starting materials: BrCCc1ccccc1, OC1CCNC1. Yields the product OC1CCN(CCc2ccccc2)C1. RXN SMILES: [Br:7][CH2:8][CH2:9][c:10]1[cH:11][cH:12][cH:13][cH:14][cH:15]1.[NH:1]1[CH2:2][CH:3]([OH:6])[CH2:4][CH2:5]1>>[N:1]1([CH2:8][CH2:9][c:10]2[cH:11][cH:12][cH:13][cH:14][cH:15]2)[CH2:2][CH:3]([OH:6])[CH2:4][CH2:5]1.